From a dataset of the Open Reaction Database (ORD), a public repository of structured organic reaction records. describe an organic reaction: reactants, conditions, products, and yield The reactants are CN, CC(=O)O, CC[O-], O=C1OC(=O)C(Cl)=C1Cl, Cl, [Na+], O. Product: CN1C(=O)C(Cl)=C(Cl)C1=O. As a reaction SMILES: [CH3:15][NH2:16].[CH3:18][C:19](=[O:20])[OH:21].[CH3:2][CH2:3][O-:4].[Cl:5][C:6]1=[C:11]([Cl:12])[C:10](=[O:13])[O:9][C:7]1=[O:8].[ClH:14].[Na+:1].[OH2:17]>>[Cl:5][C:6]1=[C:11]([Cl:12])[C:10](=[O:9])[N:16]([CH3:15])[C:7]1=[O:8]. The reactants are BrC=1C=C2C=CN(C2=CC1)[Si](C(C)C)(C(C)C)C(C)C (5-Bromo-1-triisopropylsilyl-1H-indole), C(C)(C)(C)[Li] (t-butyllithium), C(C)(=O)N1CCC(CC1)=O (1-acetyl-4-piperidone), Cl (Hydrochloric acid). Solvent: O1CCCC1 (tetrahydrofuran), O1CCCC1 (tetrahydrofuran). Conditions: time 15 minute. The product is OC1(CCN(CC1)C(C)=O)C=1C=C2C=CN(C2=CC1)[Si](C(C)C)(C(C)C)C(C)C (1-[4-hydroxy-4-(1-triisopropylsilyl-1H-indol-5-yl)piperidin-1-yl]ethanone). Isolated yield 21.0%. Reaction SMILES: Br[C:2]1[CH:3]=[C:4]2[C:8](=[CH:9][CH:10]=1)[N:7]([Si:11]([CH:18]([CH3:20])[CH3:19])([CH:15]([CH3:17])[CH3:16])[CH:12]([CH3:14])[CH3:13])[CH:6]=[CH:5]2.C([Li])(C)(C)C.[C:26]([N:29]1[CH2:34][CH2:33][C:32](=[O:35])[CH2:31][CH2:30]1)(=[O:28])[CH3:27].Cl>O1CCCC1>[OH:35][C:32]1([C:2]2[CH:3]=[C:4]3[C:8](=[CH:9][CH:10]=2)[N:7]([Si:11]([CH:18]([CH3:20])[CH3:19])([CH:12]([CH3:13])[CH3:14])[CH:15]([CH3:16])[CH3:17])[CH:6]=[CH:5]3)[CH2:33][CH2:34][N:29]([C:26](=[O:28])[CH3:27])[CH2:30][CH2:31]1. Reported procedure: 5-Bromo-1-triisopropylsilyl-1H-indole (13.7 g, 38.9 mmol) in tetrahydrofuran (250 ml) at -78° C. was treated with t-butyllithium (45.8 ml, 77.8 mmol, 1.7M solution in pentanes) and stirred at this temperature for 15 minutes. The yellow solution formed was added to 1-acetyl-4-piperidone (5.49 g, 38.9 mmol) in tetrahydrofuran (250 ml) at -78° C., and the mixture allowed to warm to room temperature. Hydrochloric acid (40 ml, 1M) was added and the mixture extracted with ethyl acetate (2×500 ml). The...